From a dataset of the Open Reaction Database (ORD), a public repository of structured organic reaction records. describe an organic reaction: reactants, conditions, products, and yield Reactants: C(C1=CC=CC=C1)OC=1C=CC(=C(C1)C1=CC=CC=C1)CCNC(C)=O (N-(2-(5-(benzyloxy)-[1,1′-biphenyl]-2-yl)ethyl)acetamide). The reagents and catalysts are [Pd] (Palladium on carbon). The solvent is CO (MeOH), C(Cl)Cl (DCM). Run at time 12 hour. Product: OC=1C=CC(=C(C1)C1=CC=CC=C1)CCNC(C)=O (N-(2-(5-hydroxy-[1,1′-biphenyl]-2-yl)ethyl)acetamide). Yield: 71.4%. As a reaction SMILES: C([O:8][C:9]1[CH:10]=[CH:11][C:12]([CH2:21][CH2:22][NH:23][C:24](=[O:26])[CH3:25])=[C:13]([C:15]2[CH:20]=[CH:19][CH:18]=[CH:17][CH:16]=2)[CH:14]=1)C1C=CC=CC=1>[Pd].CO.C(Cl)Cl>[OH:8][C:9]1[CH:10]=[CH:11][C:12]([CH2:21][CH2:22][NH:23][C:24](=[O:26])[CH3:25])=[C:13]([C:15]2[CH:20]=[CH:19][CH:18]=[CH:17][CH:16]=2)[CH:14]=1. Reported procedure: Palladium on carbon (10%, 5 mg) was added to 8a (120 mg, 0.35 mmol) in degassed MeOH (3.5 mL) and the solution was placed under an atmosphere of H2. After 12 h, the solution was diluted with DCM and filtered through Celite. The eluent was concentrated to afford a yellow solid, which was purified by column chromatography (SiO2, 100:5, DCM:MeOH) to afford phenol 9a (64 mg, 0.25 mmol, 79%) as a pale yellow amorphous solid. 1H NMR (400 MHz, CDCl3) δ 7.25-7.14 (m, 5H), 7.11-7.05 (m, 1H), 6.90 (d, J=8... Reactants: ClCCl, C[Si](C)(C)CCOCn1nc2c(nc(-c3c(F)cccc3F)c3cc(CO)ccc32)c1NC1CCN(S(N)(=O)=O)CC1, O=C(O)C(F)(F)F, N, O. Yields the product NS(=O)(=O)N1CCC(Nc2n[nH]c3c2nc(-c2c(F)cccc2F)c2cc(CO)ccc23)CC1. Reaction SMILES: [Cl:43][CH2:44][Cl:45].[F:1][c:2]1[c:3](-[c:9]2[n:10][c:11]3[c:12]([c:13]4[cH:14][cH:15][c:16]([CH2:19][OH:20])[cH:17][c:18]24)[n:21][n:22]([CH2:35][O:36][CH2:37][CH2:38][Si:39]([CH3:40])([CH3:41])[CH3:42])[c:23]3[NH:24][CH:25]2[CH2:26][CH2:27][N:28]([S:31](=[O:32])(=[O:33])[NH2:34])[CH2:29][CH2:30]2)[c:4]([F:8])[cH:5][cH:6][cH:7]1.[F:46][C:47]([F:48])([F:49])[C:50]([OH:51])=[O:52].[NH3:53].[OH2:54]>>[F:1][c:2]1[c:3](-[c:9]2[n:10][c:11]3[c:12]([c:13]4[cH:14][cH:15][c:16]([CH2:19][OH:20])[cH:17][c:18]24)[nH:21][n:22][c:23]3[NH:24][CH:25]2[CH2:26][CH2:27][N:28]([S:31](=[O:32])(=[O:33])[NH2:34])[CH2:29][CH2:30]2)[c:4]([F:8])[cH:5][cH:6][cH:7]1. As a reaction SMILES: [CH3:3][CH:4]([CH2:5][CH:6]([CH3:7])[OH:8])[CH3:9].[Cl-:18].[Cl:10][c:11]1[n:12][cH:13][n:14][c:15]([Cl:17])[cH:16]1.[H-:1].[NH4+:19].[Na+:2].[O:20]1[CH2:21][CH2:22][CH2:23][CH2:24]1>>[CH3:3][CH:4]([CH2:5][CH:6]([CH3:7])[O:8][c:15]1[n:14][cH:13][n:12][c:11]([Cl:10])[cH:16]1)[CH3:9]. Starting materials: CC(C)CC(C)O, [Cl-], Clc1cc(Cl)ncn1, [H-], [NH4+], [Na+], C1CCOC1. Product: CC(C)CC(C)Oc1cc(Cl)ncn1. The reactants are ClC1=CC=C(C=C1)C(CCN(CCCN)C)C1=NC=CC=C1 (N-[3-(4-chlorophenyl)-3-(2-pyridyl)propyl]-N-methyl-1,3-propanediamine), C(=O)(N1C=NC=C1)N1C=NC=C1 (1,1'-carbonyldiimidazole), CC1=C(N=CN1)CSCCN (2-[[(5-methylimidazol-4-yl)methyl]thio]ethaneamine). Run in C(C)(=O)OCC.CO (ethyl acetate methanol). The product is ClC1=CC=C(C=C1)C(CCN(C)CCCNC(=O)NCCSCC=1N=CNC1C)C1=NC=CC=C1 (N-[3-[N-[3-(4-chlorophenyl)-3-(2-pyridyl)propyl]-N-methylamino]propyl]-N'-[2-[[(5-methylimidazol-4-yl)methyl]thio]ethyl]urea). Reaction SMILES: [Cl:1][C:2]1[CH:7]=[CH:6][C:5]([CH:8]([C:17]2[CH:22]=[CH:21][CH:20]=[CH:19][N:18]=2)[CH2:9][CH2:10][N:11]([CH3:16])[CH2:12][CH2:13][CH2:14][NH2:15])=[CH:4][CH:3]=1.[C:23](N1C=CN=C1)(N1C=CN=C1)=[O:24].[CH3:35][C:36]1[NH:40][CH:39]=[N:38][C:37]=1[CH2:41][S:42][CH2:43][CH2:44][NH2:45]>C(OCC)(=O)C.CO>[Cl:1][C:2]1[CH:7]=[CH:6][C:5]([CH:8]([C:17]2[CH:22]=[CH:21][CH:20]=[CH:19][N:18]=2)[CH2:9][CH2:10][N:11]([CH2:12][CH2:13][CH2:14][NH:15][C:23]([NH:45][CH2:44][CH2:43][S:42][CH2:41][C:37]2[N:38]=[CH:39][NH:40][C:36]=2[CH3:35])=[O:24])[CH3:16])=[CH:4][CH:3]=1 |f:3.4|. Procedure: Preparation is effected analogously to Example 63, using 0.8 g (2.5 mmol) of N-[3-(4-chlorophenyl)-3-(2-pyridyl)propyl]-N-methyl-1,3-propanediamine, an equimolar amount of 1,1'-carbonyldiimidazole and 0.5 g (2.9 mmol) of 2-[[(5-methylimidazol-4-yl)methyl]thio]ethaneamine as starting materials. Working up by chromatography (eluant: ethyl acetate/methanol 9+1) analogously to Example 63 yields the purified title compound in the form of a crystalline solid; m.p.(ether): 102°-104° C.; MS (+FAB method...